describe an organic reaction: reactants, conditions, products, and yield From a dataset of the Open Reaction Database (ORD), a public repository of structured organic reaction records. The reactants are CC1=C(C=C(C(N1)=O)C#N)C1=CC=C(C=C1)N1C=NC=C1 (1,2-dihydro-6-methyl-2-oxo-5-[4-(1H-imidazol-1-yl)phenyl]-3-pyridine carbonitrile), Cl (hydrochloric acid). Solvent: CO (methanol). Conditions: temperature 0 celsius. The product is Cl.CC1=C(C=C(C(N1)=O)C#N)C1=CC=C(C=C1)N1C=NC=C1 (1,2-Dihydro-6-methyl-2-oxo-5-[4-(1H-imidazol-1-yl)phenyl]-3-pyridine-carbonitrile, monohydrochloride). As a reaction SMILES: [CH3:1][C:2]1[NH:7][C:6](=[O:8])[C:5]([C:9]#[N:10])=[CH:4][C:3]=1[C:11]1[CH:16]=[CH:15][C:14]([N:17]2[CH:21]=[CH:20][N:19]=[CH:18]2)=[CH:13][CH:12]=1.[ClH:22]>CO>[ClH:22].[CH3:1][C:2]1[NH:7][C:6](=[O:8])[C:5]([C:9]#[N:10])=[CH:4][C:3]=1[C:11]1[CH:16]=[CH:15][C:14]([N:17]2[CH:21]=[CH:20][N:19]=[CH:18]2)=[CH:13][CH:12]=1 |f:3.4|. Reported procedure: To a suspension of 55.8 g of 1,2-dihydro-6-methyl-2-oxo-5-[4-(1H-imidazol-1-yl)phenyl]-3-pyridine carbonitrile in 500 ml of 10% aqueous methanol is added concentrated hydrochloric acid with stirring to a pH of 2. After cooling at 0° C. overnight, the solid is collected, washed with cold methanol followed by ether, and dried in vacuo at 120° for two hours to give 62.6 g of the monohydrochloride as light beige powder, mp 322°-326° C., dec. Procedure details: CH2I2 (1.2 g, 4.6 mmol) was dissolved in dry toluene (5 mL) at 0° C. After stirred for 10 min under Argon, Et2Zn (1 M in THF, 3.3 mL, 3.67 mmol) was added. After stirred for 15 min, a solution of racemic (2′R,3R,4′S)-6-bromo-4′-(3-chlorophenyl)-2′-(1-methylene-propyl)-2,3-dihydro-2,6′-dioxospiro[indole-3,3′-piperidine]-1-methoxyethyl trimethylsilane (270 mg, 0.46 mmol) prepared in example 161b in dry toluene (10 mL) was added. After stirred at room temperature for 3 h, the reaction was quenched ... Conditions: time 10 minute. Starting materials: [Zn](CC)CC (Et2Zn), C(I)I (CH2I2), BrC1=CC=C2C(=C1)NC(C21C(NC(CC1C1=CC(=CC=C1)Cl)=O)C(CC)=C)=O.COC(C)[Si](C)(C)C (racemic (2′R,3R,4′S)-6-bromo-4′-(3-chlorophenyl)-2′-(1-methylene-propyl)-2,3-dihydro-2,6′-dioxospiro[indole-3,3′-piperidine] 1-methoxyethyl trimethylsilane). The product is BrC1=CC=C2C(=C1)NC(C21C(NC(CC1C1=CC(=CC=C1)Cl)=O)C1(CC1)CC)=O.COC(C)[Si](C)(C)C (racemic (2′R,3R,4′S)-6-bromo-4′-(3-chlorophenyl)-2′-(1-ethyl-cyclopropyl)-2,3-dihydro-2,6′-dioxospiro[indole-3,3′-piperidine] 1-methoxyethyl trimethylsilane). Reaction SMILES: C(I)I.[Zn]([CH2:7][CH3:8])CC.[Br:9][C:10]1[CH:15]=[C:14]2[NH:16][C:17](=[O:36])[C:18]3([CH:23]([C:24]4[CH:29]=[CH:28][CH:27]=[C:26]([Cl:30])[CH:25]=4)[CH2:22][C:21](=[O:31])[NH:20][CH:19]3[C:32](=C)[CH2:33][CH3:34])[C:13]2=[CH:12][CH:11]=1.[CH3:37][O:38][CH:39]([Si:41]([CH3:44])([CH3:43])[CH3:42])[CH3:40]>C1(C)C=CC=CC=1>[Br:9][C:10]1[CH:15]=[C:14]2[NH:16][C:17](=[O:36])[C:18]3([CH:23]([C:24]4[CH:29]=[CH:28][CH:27]=[C:26]([Cl:30])[CH:25]=4)[CH2:22][C:21](=[O:31])[NH:20][CH:19]3[C:32]3([CH2:7][CH3:8])[CH2:34][CH2:33]3)[C:13]2=[CH:12][CH:11]=1.[CH3:37][O:38][CH:39]([Si:41]([CH3:44])([CH3:43])[CH3:42])[CH3:40] |f:2.3,5.6|. Run in C1(=CC=CC=C1)C (toluene), C1(=CC=CC=C1)C (toluene). The reactants are FC=1C2=C(C3=C(C4=C(C(=C(C(=C4C(=C3C(=C2C(=C2C(=C(C(=C(C12)F)F)F)F)F)F)F)F)F)F)F)F)F (tetradecafluoropentacene), FC1=C(C(=C(C=2C(C=3C(C=4C(C5=C(C(=C(C(=C5C(C4C(C3C(C12)(F)F)(F)F)(F)F)F)F)F)F)(F)F)(F)F)(F)F)F)F)F (1,2,3,4,5,5,6,6,7,7,8,9,10,11,12,12,13,13,14,14-eicosafluoro-5,6,7,12,13,14-hexahydropentacene). Yields the product FC1=C2C=CC=CC2=C(C2=C(C3=C(C4=CC=CC=C4C(=C3C(=C12)F)F)F)F)F (5,6,7,12,13,14-hexafluoropentacene). RXN SMILES: [F:1][C:2]1[C:3]2[C:16]([C:17]([F:28])=[C:18]3[C:23]=1[C:22](F)=[C:21](F)[C:20](F)=[C:19]3F)=[C:15]([F:29])[C:14]1[C:5](=[C:6]([F:35])[C:7]3[C:12]([C:13]=1[F:30])=[C:11](F)[C:10](F)=[C:9](F)[C:8]=3F)[C:4]=2[F:36].FC1C2C(F)(F)C3C(F)(F)C4C(F)(F)C5C(=C(F)C(F)=C(F)C=5F)C(F)(F)C=4C(F)(F)C=3C(F)(F)C=2C(F)=C(F)C=1F>>[F:1][C:2]1[C:3]2[C:16](=[C:15]([F:29])[C:14]3[C:5]([C:4]=2[F:36])=[C:6]([F:35])[C:7]2[C:12](=[CH:11][CH:10]=[CH:9][CH:8]=2)[C:13]=3[F:30])[C:17]([F:28])=[C:18]2[C:23]=1[CH:22]=[CH:21][CH:20]=[CH:19]2. Reported procedure: For example, tetradecafluoropentacene (9) is obtained by reacting 1,2,3,4,5,5,6,6,7,7,8,9,10,11,12,12,13,13,14,14-eicosafluoro-5,6,7,12,13,14-hexahydropentacene (7) with a reducing agent (scheme 15). In addition, 5,6,7,12,13,14-hexafluoropentacene (10) is obtained by reacting 5,5,6,7,7,12,12,13,14,14-decafluoro-5,7,12,14-tetrahydropentacene (8) with a reducing agent (scheme 16).